Dataset: the Open Reaction Database (ORD), a public repository of structured organic reaction records. Task: describe an organic reaction: reactants, conditions, products, and yield Starting materials: O (water), ClC1=CC=C(C=C1)O (p-chlorophenol), C(C=C)#N (acrylonitrile), [OH-].C(C1=CC=CC=C1)[N+](C)(C)C (benzyltrimethylammonium hydroxide). Product: ClC1=CC=C(OCCC#N)C=C1 (3-(4-chlorophenoxy)propionitrile). Run in CO (methanol). RXN SMILES: [Cl:1][C:2]1[CH:7]=[CH:6][C:5]([OH:8])=[CH:4][CH:3]=1.[C:9](#[N:12])[CH:10]=[CH2:11].[OH-].C([N+](C)(C)C)C1C=CC=CC=1.O>CO>[Cl:1][C:2]1[CH:7]=[CH:6][C:5]([O:8][CH2:11][CH2:10][C:9]#[N:12])=[CH:4][CH:3]=1 |f:2.3|. Reported procedure: A mixture of p-chlorophenol (25 g), acrylonitrile (30 ml) and a solution of benzyltrimethylammonium hydroxide (8 ml of a 40 wt % solution in methanol) were heated at reflux over the weekend. The reaction mixture was poured into water and extracted with ethyl acetate. The ethyl acetate extract was dried and evaporated to give 3-(4-chlorophenoxy)propionitrile. Starting materials: CCCCCCCCCC=1C=CC(=CC1)O (nonylphenol), C=O (paraformaldehyde), C(C(=O)O)(=O)O (oxalic acid). Reaction conditions: temperature 100 celsius, time 4 hour. The product is 851, CCCCCCCCCC=1C=CC(=CC1)O.C=O (nonylphenol formaldehyde). Reaction SMILES: [CH3:1][CH2:2][CH2:3][CH2:4][CH2:5][CH2:6][CH2:7][CH2:8][CH2:9][C:10]1[CH:11]=[CH:12][C:13]([OH:16])=[CH:14][CH:15]=1.C=O.C(O)(=O)[C:20](O)=[O:21]>>[CH3:1][CH2:2][CH2:3][CH2:4][CH2:5][CH2:6][CH2:7][CH2:8][CH2:9][C:10]1[CH:15]=[CH:14][C:13]([OH:16])=[CH:12][CH:11]=1.[CH2:20]=[O:21] |f:3.4|. Procedure details: 800 Parts of nonylphenol, 98.2 part of paraformaldehyde and 10.9 parts of oxalic acid are charged into a reactor equipped for heating, stirring, reflux, distillation and vacuum. The reactor contents are heated under reflux to 100° C. and held for 4 hours until the refractive index of the vessel contents have reached a maximum. After this time the reactor is converted for distillation and the pressure in the reactor reduced to 100 torr over 1 hour. At the same time the temperature of the vessel c... Reactants: CCCCOC(=O)c1ccc2[nH]c(=O)n(-c3cc(OCc4c(OC)ccc(F)c4F)c(OC)cc3F)c2n1, CO, Cl, [Li+], C1CCOC1, [OH-], O, O. Yields the product COc1cc(F)c(-n2c(=O)[nH]c3ccc(C(=O)O)nc32)cc1OCc1c(OC)ccc(F)c1F. RXN SMILES: [CH2:1]([CH2:2][CH2:3][CH3:4])[O:5][C:6](=[O:7])[c:8]1[cH:9][cH:10][c:11]2[c:12]([n:13]1)[n:14](-[c:18]1[c:19]([F:38])[cH:20][c:21]([O:36][CH3:37])[c:22]([O:24][CH2:25][c:26]3[c:27]([F:35])[c:28]([F:34])[cH:29][cH:30][c:31]3[O:32][CH3:33])[cH:23]1)[c:15](=[O:17])[nH:16]2.[CH3:49][OH:50].[ClH:47].[Li+:46].[O:39]1[CH2:40][CH2:41][CH2:42][CH2:43]1.[OH-:45].[OH2:44].[OH2:48]>>[O:5]=[C:6]([OH:7])[c:8]1[cH:9][cH:10][c:11]2[c:12]([n:13]1)[n:14](-[c:18]1[c:19]([F:38])[cH:20][c:21]([O:36][CH3:37])[c:22]([O:24][CH2:25][c:26]3[c:27]([F:35])[c:28]([F:34])[cH:29][cH:30][c:31]3[O:32][CH3:33])[cH:23]1)[c:15](=[O:17])[nH:16]2. Reactants: C1(=CC=CC=C1)N1N=CC(=C1C(F)(F)F)C1=C2C(=NO1)C1=CC=C(C=C1CC2)C=C (3-(1-phenyl-5-(trifluoromethyl)-1H-pyrazol-4-yl)-7-vinyl-4,5-dihydronaphtho[1,2-c]isoxazole), C(=C)C=1C=C2CCCC(C2=CC1)=NO (6-vinyl-3,4-dihydronaphthalen-1(2H)-one oxime), C1(=CC=CC=C1)C1=C(C(=NS1)C(=O)OC)C(F)(F)F (methyl 5-phenyl-4-(trifluoromethyl)isothiazole-3-carboxylate). Yields the product C1(=CC=CC=C1)C1=C(C(=NS1)C1=C2C(=NO1)C1=CC=C(C=C1CC2)C=C)C(F)(F)F (3-(5-phenyl-4-(trifluoromethyl)isothiazol-3-yl)-7-vinyl-4,5-dihydronaphtho[1,2-c]isoxazole). As a reaction SMILES: C1(N2C(C(F)(F)F)=C([C:16]3[O:20][N:19]=[C:18]4[C:21]5[C:26]([CH2:27][CH2:28][C:17]=34)=[CH:25][C:24]([CH:29]=[CH2:30])=[CH:23][CH:22]=5)C=N2)C=CC=CC=1.C(C1C=C2C(=CC=1)C(=NO)CCC2)=C.[C:45]1([C:51]2[S:55][N:54]=[C:53](C(OC)=O)[C:52]=2[C:60]([F:63])([F:62])[F:61])[CH:50]=[CH:49][CH:48]=[CH:47][CH:46]=1>>[C:45]1([C:51]2[S:55][N:54]=[C:53]([C:16]3[O:20][N:19]=[C:18]4[C:21]5[C:26]([CH2:27][CH2:28][C:17]=34)=[CH:25][C:24]([CH:29]=[CH2:30])=[CH:23][CH:22]=5)[C:52]=2[C:60]([F:63])([F:62])[F:61])[CH:46]=[CH:47][CH:48]=[CH:49][CH:50]=1. Reported procedure: The titled compound was prepared using the experimental protocol described for Preparation 89A employing 6-vinyl-3,4-dihydronaphthalen-1(2H)-one oxime (Intermediate I-1) and methyl 5-phenyl-4-(trifluoromethyl)isothiazole-3-carboxylate (Preparation 105B) as starting materials. The compound had an HPLC retention time=4.30 min. (condition C); LC/MS M+1=424.9. The reactants are [Si](C)(C)(C(C)(C)C)OC1=CC=C(C=C1)C1=NC2=C(N1C1CCCCC1)C=CC(=C2)C=2N=NNN2 (2-[4-(tert-Butyldimethylsilyoxy)phenyl]-1-cyclohexyl-5-(2H-tetrazol-5-yl)-1H-benzimidazole), [F-].C(CCC)[N+](CCCC)(CCCC)CCCC (tetrabutylammonium fluoride), solution. The solvent is C1CCOC1 (THF). Conditions: time 66 hour. The product is OC1=CC=C(C=C1)C1=NC2=C(N1C1CCCCC1)C=CC(=C2)C=2N=NNN2 (2-[4-hydroxyphenyl]-1-cyclohexyl-5-(2H-tetrazol-5-yl)-1H-benzimidazole). Isolated yield 210.2%. As a reaction SMILES: [Si]([O:8][C:9]1[CH:14]=[CH:13][C:12]([C:15]2[N:19]([CH:20]3[CH2:25][CH2:24][CH2:23][CH2:22][CH2:21]3)[C:18]3[CH:26]=[CH:27][C:28]([C:30]4[N:31]=[N:32][NH:33][N:34]=4)=[CH:29][C:17]=3[N:16]=2)=[CH:11][CH:10]=1)(C(C)(C)C)(C)C.[F-].C([N+](CCCC)(CCCC)CCCC)CCC>C1COCC1>[OH:8][C:9]1[CH:10]=[CH:11][C:12]([C:15]2[N:19]([CH:20]3[CH2:25][CH2:24][CH2:23][CH2:22][CH2:21]3)[C:18]3[CH:26]=[CH:27][C:28]([C:30]4[N:31]=[N:32][NH:33][N:34]=4)=[CH:29][C:17]=3[N:16]=2)=[CH:13][CH:14]=1 |f:1.2|. Procedure details: Compound 31 (2.65 g, 3.3 mmol) was added to tetrabutylammonium fluoride (17.5 mL of a 1.0 N solution in THF, 17.5 mmol) at rt. The suspension was shaken for 66 h and was filtered. The resin was washed and dried as described in the preceding experiment to afford resin bound 2-[4-hydroxyphenyl]-1-cyclohexyl-5-(2H-tetrazol-5-yl)-1H-benzimidazole (2.5 g). The reactants are C12(CC3CC(CC(C1)C3)C2)C(=O)O (Adamantane-1-carboxylic acid), NCCNCC1COC2=C(O1)C=CC=C2 (2-{N-(2-aminoethyl)]aminomethyl-2,3-dihydrobenzodioxin), C(C)(C)N(CC)C(C)C (diisopropylethylamine), C(C(=O)Cl)(=O)Cl (Oxalyl chloride), C(C(=O)Cl)(=O)Cl (oxalyl chloride), acid chloride. The reagents and catalysts are CN(C)C=O (DMF). The solvent is ClCCl (dichloromethane), C(Cl)Cl (methylene chloride), ClCCl (dichloromethane). Reaction conditions: time 2 hour. The product is O1C(COC2=C1C=CC=C2)CNCCNC(=O)C21CC3CC(CC(C2)C3)C1 (N-[2-[[(2,3-Dihydro-1,4-benzodioxin-2-yl)methyl]amino]ethyl]tricyclo[3,3,1,1(3,7)]-decane-1-carboxamide). Yield: 35.1%. Reaction SMILES: [C:1]12([C:11]([OH:13])=O)[CH2:10][CH:5]3[CH2:6][CH:7]([CH2:9][CH:3]([CH2:4]3)[CH2:2]1)[CH2:8]2.C(Cl)(=O)C(Cl)=O.[NH2:20][CH2:21][CH2:22][NH:23][CH2:24][CH:25]1[O:30][C:29]2[CH:31]=[CH:32][CH:33]=[CH:34][C:28]=2[O:27][CH2:26]1.C(N(C(C)C)CC)(C)C>ClCCl.CN(C=O)C>[O:30]1[C:29]2[CH:31]=[CH:32][CH:33]=[CH:34][C:28]=2[O:27][CH2:26][CH:25]1[CH2:24][NH:23][CH2:22][CH2:21][NH:20][C:11]([C:1]12[CH2:8][CH:7]3[CH2:9][CH:3]([CH2:4][CH:5]([CH2:6]3)[CH2:10]1)[CH2:2]2)=[O:13]. Reported procedure: Adamantane-1-carboxylic acid (1.7 g, 10 mmole) was dissolved in 100 ml of dichloromethane and 3 drops of DMF added. Oxalyl chloride (2.0 ml, 23 mmole) was added and the mixture was stirred at room temperature for 2 hours. An additional 1.0 ml of oxalyl chloride (11.5 mmole) was then added, and stirring continued for 30 minutes. The mixture was concentrated to dryness in vacuum. 2-{N-(2-aminoethyl)]aminomethyl-2,3-dihydrobenzodioxin (2.1 g, 10 mmole) was dissolved in 100 ml of methylene chloride ... Starting materials: CC(=O)[O-], CC(=O)O, C[N+](=O)[O-], [NH4+], O=Cc1cccc(OCc2ccccn2)c1. Yields the product O=[N+]([O-])C=Cc1cccc(OCc2ccccn2)c1. RXN SMILES: [CH3:22][C:23](=[O:24])[O-:25].[CH3:26][C:27](=[O:28])[OH:29].[N+:17](=[O:18])([O-:19])[CH3:20].[NH4+:21].[n:1]1[c:2]([CH2:7][O:8][c:9]2[cH:10][c:11]([CH:12]=[O:13])[cH:14][cH:15][cH:16]2)[cH:3][cH:4][cH:5][cH:6]1>>[n:1]1[c:2]([CH2:7][O:8][c:9]2[cH:10][c:11]([CH:12]=[CH:20][N+:17](=[O:18])[O-:19])[cH:14][cH:15][cH:16]2)[cH:3][cH:4][cH:5][cH:6]1. Starting materials: CC1=NC2=CC=CC=C2C(=C1)COC1=CC=C(C=C1)S(=O)(=O)N[C@@H]1[C@@H](CN(C1)C(=O)OC(C)(C)C)C(=O)OC(C)(C)C (di-tert-butyl cis-4-[({4-[(2-methylquinolin-4-yl)methoxy]phenyl}sulfonyl)amino]pyrrolidine-1,3-dicarboxylate), FC(C(=O)O)(F)F (trifluoroacetic acid). Solvent: ClCCl (dichloromethane). Reaction conditions: time 3 hour. Product: CC1=NC2=CC=CC=C2C(=C1)COC1=CC=C(C=C1)S(=O)(=O)N[C@@H]1[C@@H](CNC1)C(=O)O (cis-4-[({4-[(2-methylquinolin-4-yl)methoxy]phenyl}sulfonyl)amino]pyrrolidine-3-carboxylic acid). Reaction SMILES: [CH3:1][C:2]1[CH:11]=[C:10]([CH2:12][O:13][C:14]2[CH:19]=[CH:18][C:17]([S:20]([NH:23][C@H:24]3[CH2:28][N:27](C(OC(C)(C)C)=O)[CH2:26][C@H:25]3[C:36]([O:38]C(C)(C)C)=[O:37])(=[O:22])=[O:21])=[CH:16][CH:15]=2)[C:9]2[C:4](=[CH:5][CH:6]=[CH:7][CH:8]=2)[N:3]=1.FC(F)(F)C(O)=O>ClCCl>[CH3:1][C:2]1[CH:11]=[C:10]([CH2:12][O:13][C:14]2[CH:19]=[CH:18][C:17]([S:20]([NH:23][C@H:24]3[CH2:28][NH:27][CH2:26][C@H:25]3[C:36]([OH:38])=[O:37])(=[O:21])=[O:22])=[CH:16][CH:15]=2)[C:9]2[C:4](=[CH:5][CH:6]=[CH:7][CH:8]=2)[N:3]=1. Procedure: To the stirred solution of 299 mg of di-tert-butyl cis-4-[({4-[(2-methylquinolin-4-yl)methoxy]phenyl}sulfonyl)amino]pyrrolidine-1,3-dicarboxylate (Example 17, Step 1) in 4 mL of dichloromethane was slowly added 3 mL of trifluoroacetic acid. The solution was stirred at room temperature for 3 hr. After removal of the volatile material, cis-4-[({4-[(2-methylquinolin-4-yl)methoxy]phenyl}sulfonyl)amino]pyrrolidine-3-carboxylic acid was obtained in quantitative yield without further purification. MS: ... The reactants are NC1=CC(=NN1C1=C(C=C(C=C1Cl)C(F)(F)F)Cl)C(N)=NO (5-Amino-1-(2,6-dichloro-4-trifluoromethylphenyl)-3-pyrazolecarboxamide oxime), C(OCC)(OCC)OCC (triethyl orthoformate), C(C)#N (acetonitrile). The reagents and catalysts are O.C1(=CC=C(C=C1)S(=O)(=O)O)C (p-toluenesulfonic acid monohydrate). Yields the product ClC1=C(C(=CC(=C1)C(F)(F)F)Cl)N1N=C(C=C1N=COC)C1=NOC=N1 (1-(2,6-Dichloro-4-trifluoromethylphenyl)-5-methoxymethylideneamino-3-(1,2,4-oxadiazol-3-yl)pyrazole). Isolated yield 70.0%. Reaction SMILES: [NH2:1][C:2]1[N:6]([C:7]2[C:12]([Cl:13])=[CH:11][C:10]([C:14]([F:17])([F:16])[F:15])=[CH:9][C:8]=2[Cl:18])[N:5]=[C:4]([C:19](=[N:21][OH:22])[NH2:20])[CH:3]=1.[CH:23](OCC)(OCC)[O:24][CH2:25]C.[C:33](#N)C>O.C1(C)C=CC(S(O)(=O)=O)=CC=1>[Cl:18][C:8]1[CH:9]=[C:10]([C:14]([F:16])([F:17])[F:15])[CH:11]=[C:12]([Cl:13])[C:7]=1[N:6]1[C:2]([N:1]=[CH:23][O:24][CH3:25])=[CH:3][C:4]([C:19]2[N:20]=[CH:33][O:22][N:21]=2)=[N:5]1 |f:3.4|. Procedure details: 5-Amino-1-(2,6-dichloro-4-trifluoromethylphenyl)-3-pyrazolecarboxamide oxime (4.00 g, 11.3 mmol) and triethyl orthoformate (2.45 g, 22.6 mmol) were dissolved in 40 ml of dry acetonitrile, and then p-toluenesulfonic acid monohydrate (0.02 g) was added with stirring at room temperature. After the mixture was stirred at 60° C. for 6 hours, the reaction mixture was cooled to room temperature. The reaction mixture was concentrated under reduced pressure and 50 ml of ethyl acetate was added to the con...